describe an organic reaction: reactants, conditions, products, and yield From a dataset of the Open Reaction Database (ORD), a public repository of structured organic reaction records. Starting materials: C(CCC)OC(CN1C=NC=C1)C1=C(C=C(C=C1)Cl)Cl (1-(β-butoxy-2,4-dichlorophenethyl)-imidazole), ClC1=CC=C(C=C1)C(C1=CC=C(C=C1)F)Cl ((p-chlorophenyl) (p-fluorophenyl)methyl chloride). The solvent is C(C)#N (acetonitrile). Product: [Cl-].C(CCC)OC(C[N+]1=CN(C=C1)C(C1=CC=C(C=C1)Cl)C1=CC=C(C=C1)F)C1=C(C=C(C=C1)Cl)Cl (1-(β-butoxy-2,4-dichlorophenethyl)-3-[p-chloro-α-(p-fluorophenyl)benzyl]imidazolium chloride). Reaction SMILES: [CH2:1]([O:5][CH:6]([C:13]1[CH:18]=[CH:17][C:16]([Cl:19])=[CH:15][C:14]=1[Cl:20])[CH2:7][N:8]1[CH:12]=[CH:11][N:10]=[CH:9]1)[CH2:2][CH2:3][CH3:4].[Cl:21][C:22]1[CH:27]=[CH:26][C:25]([CH:28](Cl)[C:29]2[CH:34]=[CH:33][C:32]([F:35])=[CH:31][CH:30]=2)=[CH:24][CH:23]=1>C(#N)C>[Cl-:19].[CH2:1]([O:5][CH:6]([C:13]1[CH:18]=[CH:17][C:16]([Cl:19])=[CH:15][C:14]=1[Cl:20])[CH2:7][N+:8]1[CH:12]=[CH:11][N:10]([CH:28]([C:29]2[CH:34]=[CH:33][C:32]([F:35])=[CH:31][CH:30]=2)[C:25]2[CH:24]=[CH:23][C:22]([Cl:21])=[CH:27][CH:26]=2)[CH:9]=1)[CH2:2][CH2:3][CH3:4] |f:3.4|. Procedure: 6.3 Parts of 1-(β-butoxy-2,4-dichlorophenethyl)-imidazole and 5.1 parts of (p-chlorophenyl) (p-fluorophenyl)methyl chloride are mixed together in 80 parts of acetonitrile and the resulting mixture is stirred at reflux temperature overnight. Thereafter, the solvent is vaporized off to obtain as residue a 1-(β-butoxy-2,4-dichlorophenethyl)-3-[p-chloro-α-(p-fluorophenyl)benzyl]imidazolium chloride product. Starting materials: CCI, COCC1C(CO)C1(C)c1ccc2c(c1)C(C)(C)CCC2(C)C. Yields the product CCOCC1C(CO)C1(C)c1ccc2c(c1)C(C)(C)CCC2(C)C. As a reaction SMILES: [CH2:24]([I:25])[CH3:26].[CH3:1][O:2][CH2:3][CH:4]1[C:5]([c:9]2[cH:10][c:11]3[c:16]([cH:17][cH:18]2)[C:15]([CH3:19])([CH3:20])[CH2:14][CH2:13][C:12]3([CH3:21])[CH3:22])([CH3:23])[CH:6]1[CH2:7][OH:8]>>[CH2:1]([O:2][CH2:3][CH:4]1[C:5]([c:9]2[cH:10][c:11]3[c:16]([cH:17][cH:18]2)[C:15]([CH3:19])([CH3:20])[CH2:14][CH2:13][C:12]3([CH3:21])[CH3:22])([CH3:23])[CH:6]1[CH2:7][OH:8])[CH3:24]. Starting materials: CCOC(=O)CC(C)C(=O)c1ccc(OCc2ccccc2)cc1, CCO, [Na+], [OH-]. Yields the product CC(CC(=O)O)C(=O)c1ccc(OCc2ccccc2)cc1. As a reaction SMILES: [CH2:1]([c:2]1[cH:3][cH:4][cH:5][cH:6][cH:7]1)[O:8][c:9]1[cH:10][cH:11][c:12]([C:15]([CH:16]([CH2:17][C:18](=[O:19])[O:20][CH2:21][CH3:22])[CH3:23])=[O:24])[cH:13][cH:14]1.[CH3:27][CH2:28][OH:29].[Na+:26].[OH-:25]>>[CH2:1]([c:2]1[cH:3][cH:4][cH:5][cH:6][cH:7]1)[O:8][c:9]1[cH:10][cH:11][c:12]([C:15]([CH:16]([CH2:17][C:18](=[O:19])[OH:20])[CH3:23])=[O:24])[cH:13][cH:14]1. Starting materials: N1=C(N=CC=C1)CC#N (2-(pyrimidin-2-yl)acetonitrile), C(C=C)(=O)OC (methyl acrylate), CC(C)(C)[O-].[K+] (t-BuOK), C1CCOC1 (THF). Run at temperature 25 celsius, time 50 minute. Yields the product C(#N)C1(CCC(C(C1)C(=O)OC)=O)C1=NC=CC=N1 (methyl 5-cyano-2-oxo-5-(pyrimidin-2-yl)cyclohexanecarboxylate). RXN SMILES: [N:1]1[CH:6]=[CH:5][CH:4]=[N:3][C:2]=1[CH2:7][C:8]#[N:9].[C:10](OC)(=[O:13])[CH:11]=[CH2:12].CC([O-:20])(C)C.[K+].[CH2:22]1[CH2:26][O:25][CH2:24][CH2:23]1>>[C:8]([C:7]1([C:2]2[N:3]=[CH:4][CH:5]=[CH:6][N:1]=2)[CH2:23][CH:22]([C:26]([O:25][CH3:24])=[O:20])[C:10](=[O:13])[CH2:11][CH2:12]1)#[N:9] |f:2.3|. Procedure details: To a solution of 2-(pyrimidin-2-yl)acetonitrile (290 mg, 2.43 mmol) and methyl acrylate (462 μl, 5.11 mmol) in THF (10 mL) was added t-BuOK (1.0 M in THF, 2.92 ml, 2.92 mmol) at 0° C. After being stirred at 0° C. for 10 min and 25° C. for 50 min, the reaction mixture was quenched with ice-cold H2O, adjusted pH=4 with aqueous 10% citric acid (6 mL), and extracted (3×EtOAc). The combined organic layers were dried over Na2SO4 and concentrated under reduced pressure to provide crude methyl 5-cyano-2... The reactants are CC1=C(SC=C1)C=O (3-methyl-2-thiophenecarboxaldehyde), C(=O)O (formic acid), C(=O)N1CCCCC1 (N-formyl piperidine), Cl (hydrochloric acid). Solvent: O (Water). Product: CC1=C(SC=C1)CN1CCCCC1 (1-(3-Methyl-2-thienylmethyl)piperidine). RXN SMILES: [CH3:1][C:2]1[CH:6]=[CH:5][S:4][C:3]=1[CH:7]=O.C(O)=O.C([N:14]1[CH2:19][CH2:18][CH2:17][CH2:16][CH2:15]1)=O.Cl>O>[CH3:1][C:2]1[CH:6]=[CH:5][S:4][C:3]=1[CH2:7][N:14]1[CH2:19][CH2:18][CH2:17][CH2:16][CH2:15]1. Reported procedure: A mixture of 3-methyl-2-thiophenecarboxaldehyde (20 g), formic acid (6 ml) and N-formyl piperidine (44.4 ml) was heated under reflux for 12 h. Water (50 ml) and 2 M hydrochloric acid (30 ml) were added; and the aqueous solution was washed with ether. The solution was basified to pH 10 with 2 M sodium hydroxide (30 ml) and extracted with ether. The organic extract was evaporated to give a brown oil which was distilled to afford the title compound as a colourless oil (11.8 g) b.p. 70°/0.4 mm. NMR ... Reactants: C(CCC)OC(=O)C1=C(C2=C(C(=N1)C1=CC=CC=C1)C(=NS2)C)OC(C(C)(C)C)=O (7-(2,2-dimethyl-propionyloxy)-3-methyl-4-phenyl-isothiazolo[4,5-c]pyridine-6-carboxylic acid butyl ester), BrN1C(CCC1=O)=O (N-bromosuccinimide). Reagents/catalysts: C(C1=CC=CC=C1)(=O)OOC(C1=CC=CC=C1)=O (benzoyl peroxide). The solvent is C(Cl)(Cl)(Cl)Cl (CCl4). The product is C(CCC)OC(=O)C1=C(C2=C(C(=N1)C1=CC=CC=C1)C(=NS2)CBr)OC(C(C)(C)C)=O (3-Bromomethyl-7-(2,2-dimethyl-propionyloxy)-4-phenyl-isothiazolo[4,5-c]pyridine-6-carboxylic acid butyl ester). Yield: 85.7%. As a reaction SMILES: [CH2:1]([O:5][C:6]([C:8]1[N:13]=[C:12]([C:14]2[CH:19]=[CH:18][CH:17]=[CH:16][CH:15]=2)[C:11]2[C:20]([CH3:23])=[N:21][S:22][C:10]=2[C:9]=1[O:24][C:25](=[O:30])[C:26]([CH3:29])([CH3:28])[CH3:27])=[O:7])[CH2:2][CH2:3][CH3:4].[Br:31]N1C(=O)CCC1=O>C(Cl)(Cl)(Cl)Cl.C(OOC(=O)C1C=CC=CC=1)(=O)C1C=CC=CC=1>[CH2:1]([O:5][C:6]([C:8]1[N:13]=[C:12]([C:14]2[CH:19]=[CH:18][CH:17]=[CH:16][CH:15]=2)[C:11]2[C:20]([CH2:23][Br:31])=[N:21][S:22][C:10]=2[C:9]=1[O:24][C:25](=[O:30])[C:26]([CH3:29])([CH3:28])[CH3:27])=[O:7])[CH2:2][CH2:3][CH3:4]. Reported procedure: To a solution of 7-(2,2-dimethyl-propionyloxy)-3-methyl-4-phenyl-isothiazolo[4,5-c]pyridine-6-carboxylic acid butyl ester (392 mg) in CCl4 (1.8 mL) was added N-bromosuccinimide (172 mg) and benzoyl peroxide (11.1 mg). The reaction mixture was refluxed for 18 h. After cooling to r.t. the mixture was filtered. The filtrate was concentrated in vacuo and purified by flash chromatography on silica gel. Eluting with 0-20% EtOAc/CH2Cl2 gave the title compound (398 mg) as a yellow oil: MS (m/z) 505.1 (M... The reactants are C(C)OC(=O)C1=C(N=C(S1)N1C=NC2=C1C=C(C=C2)CCCCOCC2=CC=CC=C2)C2=CC(=CC=C2)Cl (2-[6-(4-benzyloxy-butyl)-benzoimidazol-1-yl]-4-(3-chloro-phenyl)-thiazole-5-carboxylic acid ethyl ester). Run in C(C)#N (acetonitrile). Conditions: time 2 hour. The product is C(C)OC(=O)C1=C(N=C(S1)N1C=NC2=C1C=C(C=C2)CCCCO)C2=CC(=CC=C2)Cl (4-(3-chloro-phenyl)-2-[6-(4-hydroxy-butyl)-benzoimidazol-1-yl]-thiazole-5-carboxylic acid ethyl ester). The yield is 73.4%. Reaction SMILES: [CH2:1]([O:3][C:4]([C:6]1[S:10][C:9]([N:11]2[C:15]3[CH:16]=[C:17]([CH2:20][CH2:21][CH2:22][CH2:23][O:24]CC4C=CC=CC=4)[CH:18]=[CH:19][C:14]=3[N:13]=[CH:12]2)=[N:8][C:7]=1[C:32]1[CH:37]=[CH:36][CH:35]=[C:34]([Cl:38])[CH:33]=1)=[O:5])[CH3:2]>C(#N)C>[CH2:1]([O:3][C:4]([C:6]1[S:10][C:9]([N:11]2[C:15]3[CH:16]=[C:17]([CH2:20][CH2:21][CH2:22][CH2:23][OH:24])[CH:18]=[CH:19][C:14]=3[N:13]=[CH:12]2)=[N:8][C:7]=1[C:32]1[CH:37]=[CH:36][CH:35]=[C:34]([Cl:38])[CH:33]=1)=[O:5])[CH3:2]. Reported procedure: To a mixture of 0.434 g (0.795 mmole) of 2-[6-(4-benzyloxy-butyl)-benzoimidazol-1-yl]-4-(3-chloro-phenyl)-thiazole-5-carboxylic acid ethyl ester (I.41c) and 5 mL of acetonitrile at 0 degrees was added dropwise 0.836 mL (0.795 mmole) of boron trifluoride-dimethyl sulfide complex. The mixture was stirred at ambient temperature for 2 hours and then concentrated under reduced pressure. Saturated sodium bicarbonate was added to the residue and the mixture was extracted three times with 15 mL of dichl... Reactants: Cl (hydrochloric acid), CN(NS(=O)(=O)C1=C(C=CC=C1)S(=O)(=O)N)C (2-(2,2-Dimethylhydrazinosulfonyl)-benzenesulfonamide), C1(=CC=CC=C1)OC(NC1=NC(=CC(=N1)OC)OC)=O (phenyl(4,6-dimethoxypyrimidin-2-yl)carbamate), N12CCCN=CC2CCCC1 (1,5-diazabicyclo[5.4.0]undec-5-ene). Solvent: C(C)#N (acetonitrile), O (water). Reaction conditions: time 15 minute. The product is CN(NS(=O)(=O)C1=C(C=CC=C1)S(=O)(=O)NC(=O)NC1=NC(=CC(=N1)OC)OC)C (2-(2,2-Dimethylhydrazinosulfonyl)-N-[(4,6-dimethoxypyrimidin-2-yl)aminocarbonyl]benzenesulfonamide). Yield: 8.7%. Reaction SMILES: [CH3:1][N:2]([CH3:17])[NH:3][S:4]([C:7]1[CH:12]=[CH:11][CH:10]=[CH:9][C:8]=1[S:13]([NH2:16])(=[O:15])=[O:14])(=[O:6])=[O:5].C1([O:24][C:25](=O)[NH:26][C:27]2[N:32]=[C:31]([O:33][CH3:34])[CH:30]=[C:29]([O:35][CH3:36])[N:28]=2)C=CC=CC=1.N12CCCCC1C=NCCC2.Cl>C(#N)C.O>[CH3:1][N:2]([CH3:17])[NH:3][S:4]([C:7]1[CH:12]=[CH:11][CH:10]=[CH:9][C:8]=1[S:13]([NH:16][C:25]([NH:26][C:27]1[N:28]=[C:29]([O:35][CH3:36])[CH:30]=[C:31]([O:33][CH3:34])[N:32]=1)=[O:24])(=[O:15])=[O:14])(=[O:6])=[O:5]. Procedure details: To a solution of 0.14 g of the product of Example 1 and 0.15 g of phenyl(4,6-dimethoxypyrimidin-2-yl)carbamate in 2 mL of dry acetonitrile was added 0.1 mL of 1,5-diazabicyclo[5.4.0]undec-5-ene. The solution was stirred for 15 minutes at room temperature, diluted with 2 mL of water and acidified with 5% hydrochloric acid to a pH of 4. The precipitated product was collected by filtration, washed thoroughly with water, washed with 1-chlorbutane, and dried in vacuo at 40° C. to afford 0.02 g of the... The reactants are CC(C)(C)OC(=O)Nc1ccc(CCO)cc1, ClCCl, O=[N+]([O-])c1cccc(S(=O)(=O)Cl)c1. Product: CC(C)(C)OC(=O)Nc1ccc(CCOS(=O)(=O)c2cccc([N+](=O)[O-])c2)cc1. Reaction SMILES: [C:1]([CH3:2])([CH3:3])([CH3:4])[O:5][C:6](=[O:7])[NH:8][c:9]1[cH:10][cH:11][c:12]([CH2:15][CH2:16][OH:17])[cH:13][cH:14]1.[Cl:31][CH2:32][Cl:33].[N+:18](=[O:19])([O-:20])[c:21]1[cH:22][c:23]([S:27](=[O:28])(=[O:29])[Cl:30])[cH:24][cH:25][cH:26]1>>[C:1]([CH3:2])([CH3:3])([CH3:4])[O:5][C:6](=[O:7])[NH:8][c:9]1[cH:10][cH:11][c:12]([CH2:15][CH2:16][O:17][S:27]([c:23]2[cH:22][c:21]([N+:18](=[O:19])[O-:20])[cH:26][cH:25][cH:24]2)(=[O:28])=[O:29])[cH:13][cH:14]1. Reactants: Cc1ccc(C2c3c(C)cc(C)c(C)c3OC2(C)C)cc1, Cl, O=N[O-], Nc1ccc([N+](=O)[O-])cc1, [Na+]. Product: Cc1ccc(C2c3c(C)c(N)c(C)c(C)c3OC2(C)C)cc1. Reaction SMILES: [CH3:15][C:16]1([CH3:35])[O:17][c:18]2[c:19]([c:28]([CH3:34])[cH:29][c:30]([CH3:33])[c:31]2[CH3:32])[CH:20]1[c:21]1[cH:22][cH:23][c:24]([CH3:27])[cH:25][cH:26]1.[ClH:36].[N:11]([O-:12])=[O:13].[NH2:1][c:2]1[cH:3][cH:4][c:5]([N+:6](=[O:7])[O-:8])[cH:9][cH:10]1.[Na+:14]>>[NH2:1][c:29]1[c:28]([CH3:34])[c:19]2[c:18]([c:31]([CH3:32])[c:30]1[CH3:33])[O:17][C:16]([CH3:15])([CH3:35])[CH:20]2[c:21]1[cH:22][cH:23][c:24]([CH3:27])[cH:25][cH:26]1.